Dataset: the Open Reaction Database (ORD), a public repository of structured organic reaction records. Task: describe an organic reaction: reactants, conditions, products, and yield Reactants: C1CCOC1, COC(=O)c1cc(N2CCOCC2C)nc(-c2ccc(NC(=O)NC3CC3)cc2)n1, [Na+], [OH-], O. Product: CC1COCCN1c1cc(C(=O)O)nc(-c2ccc(NC(=O)NC3CC3)cc2)n1. As a reaction SMILES: [CH2:33]1[O:34][CH2:35][CH2:36][CH2:37]1.[CH:1]1([NH:4][C:5](=[O:6])[NH:7][c:8]2[cH:9][cH:10][c:11](-[c:14]3[n:15][c:16]([N:24]4[CH:25]([CH3:30])[CH2:26][O:27][CH2:28][CH2:29]4)[cH:17][c:18]([C:20](=[O:21])[O:22][CH3:23])[n:19]3)[cH:12][cH:13]2)[CH2:2][CH2:3]1.[Na+:32].[OH-:31].[OH2:38]>>[CH:1]1([NH:4][C:5](=[O:6])[NH:7][c:8]2[cH:9][cH:10][c:11](-[c:14]3[n:15][c:16]([N:24]4[CH:25]([CH3:30])[CH2:26][O:27][CH2:28][CH2:29]4)[cH:17][c:18]([C:20](=[O:21])[OH:22])[n:19]3)[cH:12][cH:13]2)[CH2:2][CH2:3]1. The reactants are C1(=CC=C(C=C1)C#N)C (p-tolunitrile), C(Cl)(Cl)Cl.CO (CHCl3 MeOH). Conditions: temperature 10 celsius, time 43 hour. The product is Cl.CC1=CC=C(C(O)=N)C=C1 (p-methylbenzimidate hydrochloride). The yield is 99.0%. RXN SMILES: [C:1]1([CH3:9])[CH:6]=[CH:5][C:4]([C:7]#[N:8])=[CH:3][CH:2]=1.C(Cl)(Cl)[Cl:11].C[OH:15]>>[ClH:11].[CH3:9][C:1]1[CH:6]=[CH:5][C:4]([C:7](=[NH:8])[OH:15])=[CH:3][CH:2]=1 |f:1.2,3.4|. Procedure: To a solution of p-tolunitrile (10.1 g, 86.21 mmol) in 100 ml CHCl3:MeOH (1:1) cooled to 5° C. in an ice-water bath is bubbled HCl for 1 hour to reach saturation. The solution is stirred at 10° C. for 43 hours, then concentrated under reduced pressure to yield p-methylbenzimidate hydrochloride as pale yellow crystals (15.98 g, 99%). The reactants are CCN(C(C)C)C(C)C, S=C(Cl)Cl, Nc1c(Cl)cncc1Cl, ClCCl. The product is S=C=Nc1c(Cl)cncc1Cl. Reaction SMILES: [CH2:10]([N:11]([CH:12]([CH3:13])[CH3:14])[CH:15]([CH3:16])[CH3:17])[CH3:18].[Cl:19][C:20]([Cl:21])=[S:22].[Cl:1][c:2]1[cH:3][n:4][cH:5][c:6]([Cl:9])[c:7]1[NH2:8].[Cl:23][CH2:24][Cl:25]>>[Cl:1][c:2]1[cH:3][n:4][cH:5][c:6]([Cl:9])[c:7]1[N:8]=[C:20]=[S:22]. Starting materials: O=C1CCC(C2=CC=CC=C12)NC(=O)N (1,2,3,4-tetrahydro-4-oxo-1-naphthylurea), C(NN)(=O)OC (methyl carbazate), Cl (hydrochloric acid). Run in C(C)O (ethanol). The product is COC(NN=C1CCC(C2=CC=CC=C12)NC(=O)N)=O (Methyl-3-(3,4-dihydro-4-ureido-1(2H)-Naphthylidene)carbazate). Reaction SMILES: O=[C:2]1[C:11]2[C:6](=[CH:7][CH:8]=[CH:9][CH:10]=2)[CH:5]([NH:12][C:13]([NH2:15])=[O:14])[CH2:4][CH2:3]1.[C:16]([O:20][CH3:21])(=[O:19])[NH:17][NH2:18].Cl>C(O)C>[CH3:21][O:20][C:16](=[O:19])[NH:17][N:18]=[C:2]1[C:11]2[C:6](=[CH:7][CH:8]=[CH:9][CH:10]=2)[CH:5]([NH:12][C:13]([NH2:15])=[O:14])[CH2:4][CH2:3]1. Procedure details: A mixture of 1,2,3,4-tetrahydro-4-oxo-1-naphthylurea (4.5 g), methyl carbazate (4.0 g), 95% ethanol (150 ml) and concentrated hydrochloric acid (2 ml) is heated at reflux for an overnight period. The mixture is cooled to room temperature and the crystals are collected. The product melts at 230° C to 233° C (dec). On recrystallizing from aqueous methanol, the title compound melts at 223° C to 225° C (dec). As a reaction SMILES: [CH2:1]([O:3][C:4]([C:6]1[C:7]([OH:26])=[C:8]2[CH:16]=[CH:15][N:14](CC3C=CC(OC)=CC=3)[C:9]2=[C:10]([C:12]#[N:13])[N:11]=1)=[O:5])[CH3:2].[C:27]([O:30][C:31](=O)[CH3:32])(=O)C>C(N(CC)CC)C>[CH2:1]([O:3][C:4]([C:6]1[C:7]([O:26][C:1](=[O:3])[CH3:2])=[C:8]2[CH:16]=[CH:15][N:14]([C:6]3[CH:4]=[CH:32][C:31]([O:30][CH3:27])=[CH:8][CH:7]=3)[C:9]2=[C:10]([C:12]#[N:13])[N:11]=1)=[O:5])[CH3:2]. Run in C(C)N(CC)CC (triethyl amine). Procedure: Prepared in analogy to that of Example 120(a) from 7-cyano-4-hydroxy-1-(4-methoxy-benzyl)-1H-pyrrolo[2,3-c]pyridine-5-carboxylic acid ethyl ester, acetic anhydride, and triethyl amine. The title compound, ESI MS (m/z): 380 (M+H)+. Reactants: C(C)OC(=O)C=1C(=C2C(=C(N1)C#N)N(C=C2)CC2=CC=C(C=C2)OC)O (7-cyano-4-hydroxy-1-(4-methoxy-benzyl)-1H-pyrrolo[2,3-c]pyridine-5-carboxylic acid ethyl ester), C(C)(=O)OC(C)=O (acetic anhydride). Product: C(C)OC(=O)C=1C(=C2C(=C(N1)C#N)N(C=C2)C2=CC=C(C=C2)OC)OC(C)=O (4-Acetoxy-7-cyano-1-(4-methoxy-phenyl)-1H-pyrrolo[2,3-c]pyridine-5-carboxylic acid ethyl ester). Product: CNC[C@@H]1[C@H]([C@H]([C@@H](O1)N1C(=NC=2C(N)=NC=NC12)C1=CC=CC=C1)O)O (5′-Deoxy-5′-methylamino-8-phenyladenosine). Procedure: Compound 4d was prepared by the same procedure as described for the preparation of 4a using 3d (2.00 g, 5.52 mmol) and 33% methylamine/ethanol solution (40 mL). After column chromatography (elution with 4:1:0.2 chloroform:methanol:NH4OH), a yellow glassy solid was obtained: 963 mg (49%); MS m/z 357 (M+H)+; 1HNMR (DMSO-d6) δ 8.19 (s, 1H, H-2), 7.72-7.76 (m, 2H, 8-phenyl o-H's), 7.58-7.61 (m, 3H, 8-phenyl m- and p-H's), 7.40 (bs, 2H, 6-NH2), 5.70 (d, 1H, H-1′, J1′,2′=6.4 Hz), 5.38 (d, 1H, 2′-OH, J... The reactants are CNC[C@@H]1[C@H]([C@H]([C@@H](O1)N1C(=NC=2C(N)=NC=NC12)C)O)O (5′-Deoxy-5′-methylamino-8-methyladenosine), ClC[C@@H]1[C@H]([C@H]([C@@H](O1)N1C(=NC=2C(N)=NC=NC12)C1=CC=CC=C1)O)O (5′-Chloro-5′-deoxy-8-phenyladenosine). RXN SMILES: [CH3:1][NH:2][CH2:3][C@H:4]1[O:8][C@@H:7]([N:9]2[C:18]3[N:17]=[CH:16][N:15]=[C:13]([NH2:14])[C:12]=3[N:11]=[C:10]2[CH3:19])[C@H:6]([OH:20])[C@@H:5]1[OH:21].Cl[CH2:23][C@H:24]1O[C@@H:27](N2C3N=CN=C(N)C=3N=C2C2C=CC=CC=2)[C@H:26](O)[C@@H:25]1O>CN.C(O)C>[CH3:1][NH:2][CH2:3][C@H:4]1[O:8][C@@H:7]([N:9]2[C:18]3[N:17]=[CH:16][N:15]=[C:13]([NH2:14])[C:12]=3[N:11]=[C:10]2[C:19]2[CH:27]=[CH:26][CH:25]=[CH:24][CH:23]=2)[C@H:6]([OH:20])[C@@H:5]1[OH:21] |f:2.3|. Solvent: CN.C(C)O (methylamine ethanol). Reactants: NC1=C(C2=C(N(C(=N2)C)C(=O)OC(C)(C)C)C=C1)C (5-amino-1-t-butoxycarbonyl-2,4-dimethylbenzimidazole), C1=CC=NC(=C1)OC(=S)OC2=CC=CC=N2 (di-2-pyridyl thionocarbonate). The reagents and catalysts are CN(C1=CC=NC=C1)C (4-dimethylaminopyridine). Solvent: C(Cl)Cl (methylene chloride), C(Cl)Cl (methylene chloride). Reaction conditions: time 2 hour. Product: C(C)(C)(C)OC(=O)N1C(=NC2=C1C=CC(=C2C)N=C=S)C (1-t-butoxycarbonyl-2,4-dimethyl-5-isothiocyanatobenzimidazole). Reaction SMILES: [NH2:1][C:2]1[CH:18]=[CH:17][C:5]2[N:6]([C:10]([O:12][C:13]([CH3:16])([CH3:15])[CH3:14])=[O:11])[C:7]([CH3:9])=[N:8][C:4]=2[C:3]=1[CH3:19].C1C=C(O[C:27](OC2N=CC=CC=2)=[S:28])N=CC=1>C(Cl)Cl.CN(C)C1C=CN=CC=1>[C:13]([O:12][C:10]([N:6]1[C:5]2[CH:17]=[CH:18][C:2]([N:1]=[C:27]=[S:28])=[C:3]([CH3:19])[C:4]=2[N:8]=[C:7]1[CH3:9])=[O:11])([CH3:14])([CH3:15])[CH3:16]. Procedure: A solution of 5-amino-1-t-butoxycarbonyl-2,4-dimethylbenzimidazole (1.1 g, 4.2 mmol) in methylene chloride (60 mL) is added dropwise over 30 minutes to a solution of di-2-pyridyl thionocarbonate (1.9 g, 8.2 mmol) and 4-dimethylaminopyridine (0.1 g) in methylene chloride (150 mL). The mixture is stirred for 2 hours at room temperature then rotary evaporated. The residue is purified by flash chromatography on silica gel, eluting with 10% ethyl acetate/hexane to afford 1-t-butoxycarbonyl-2,4-dimeth...